From a dataset of the Open Reaction Database (ORD), a public repository of structured organic reaction records. describe an organic reaction: reactants, conditions, products, and yield Starting materials: BrC1=CN(C2=CC(=CC=C12)C(=O)C=1C=CC(=C(C1)S(=O)(=O)N[Si](C)(C)C(C)(C)C)Cl)[Si](C)(C)C(C)(C)C (5-[3-bromo-1-(tert-butyl-dimethyl-silyl)-1H-indole-6-carbonyl]-2-chloro-N-(tert-butyl-dimethyl-silyl)-benzenesulfonamide), C1(=CC=CC=C1)B(O)O (phenylboronic acid), P(=O)([O-])([O-])[O-].[K+].[K+].[K+] (tri-potassium phosphate). The solvent is C(OC)COC (dimethoxyethane), O (water). Reaction conditions: temperature 130 celsius. The product is ClC1=C(C=C(C=C1)C(=O)C1=CC=C2C(=CNC2=C1)C1=CC=CC=C1)S(=O)(=O)N (2-chloro-5-(3-phenyl-1H-indole-6-carbonyl)-benzenesulfonamide). Reaction SMILES: Br[C:2]1[C:10]2[C:5](=[CH:6][C:7]([C:11]([C:13]3[CH:14]=[CH:15][C:16]([Cl:30])=[C:17]([S:19]([NH:22][Si](C(C)(C)C)(C)C)(=[O:21])=[O:20])[CH:18]=3)=[O:12])=[CH:8][CH:9]=2)[N:4]([Si](C(C)(C)C)(C)C)[CH:3]=1.[C:38]1(B(O)O)[CH:43]=[CH:42][CH:41]=[CH:40][CH:39]=1.P([O-])([O-])([O-])=O.[K+].[K+].[K+]>C(COC)OC.O>[Cl:30][C:16]1[CH:15]=[CH:14][C:13]([C:11]([C:7]2[CH:6]=[C:5]3[C:10]([C:2]([C:38]4[CH:43]=[CH:42][CH:41]=[CH:40][CH:39]=4)=[CH:3][NH:4]3)=[CH:9][CH:8]=2)=[O:12])=[CH:18][C:17]=1[S:19]([NH2:22])(=[O:21])=[O:20] |f:2.3.4.5|. Reported procedure: To a mixture of 0.1 g of 5-[3-bromo-1-(tert-butyl-dimethyl-silyl)-1H-indole-6-carbonyl]-2-chloro-N-(tert-butyl-dimethyl-silyl)-benzenesulfonamide, 0.039 g of phenylboronic acid and 0.025 g of 1,1′-bis(diphenylphosphino)-ferrocenedichloropalladium(II)-dichloromethane complex in dimethoxyethane (3.6 mL) is added 0.099 g of tri-potassium phosphate in water (1.2 mL). The solution is heated to 130° C. for 5 minutes (microwave irradiation). The reaction mixture is extracted with ethyl acetate. The org... Reactants: OC(CC[C@H]1CCC([C@@H]1CCCCCCC(=O)OCC)=O)CCCCC (15-hydroxy-9-oxoprostanoic acid, ethyl ester), oil, sulfonate, C(Cl)Cl (methylene chloride), CS(=O)(=O)Cl (methanesulfonyl chloride). Solvent: C(C)N(CC)CC (triethylamine). Reaction conditions: time 15 minute. The product is CS(=O)(=O)OC(CC[C@H]1CCC([C@@H]1CCCCCCC(=O)OCC)=O)CCCCC (ethyl 15-methanesulfonyloxy-9-oxo-prostanoate). RXN SMILES: [OH:1][CH:2]([CH2:22][CH2:23][CH2:24][CH2:25][CH3:26])[CH2:3][CH2:4][C@@H:5]1[C@@H:9]([CH2:10][CH2:11][CH2:12][CH2:13][CH2:14][CH2:15][C:16]([O:18][CH2:19][CH3:20])=[O:17])[C:8](=[O:21])[CH2:7][CH2:6]1.C(Cl)Cl.[CH3:30][S:31](Cl)(=[O:33])=[O:32]>C(N(CC)CC)C>[CH3:30][S:31]([O:1][CH:2]([CH2:22][CH2:23][CH2:24][CH2:25][CH3:26])[CH2:3][CH2:4][C@@H:5]1[C@@H:9]([CH2:10][CH2:11][CH2:12][CH2:13][CH2:14][CH2:15][C:16]([O:18][CH2:19][CH3:20])=[O:17])[C:8](=[O:21])[CH2:7][CH2:6]1)(=[O:33])=[O:32]. Procedure details: To a stirred solution of 2.48 g. of ethyl 15-hydroxy-9-oxo-prostanoate (Example 50) in 18 ml. of methylene chloride containing 1.4 ml. of triethylamine, cooled in an ice-salt bath is added dropwise 0.58 ml. of methanesulfonyl chloride. The resulting mixture is stirred for 15 minutes and is then washed successively with ice cold water, 10% hydrochloric acid, saturated sodium bicarbonate solution, and saturated sodium chloride solution, dried with anhydrous magnesium sulfate and taken to dryness t... The reactants are CO, COC(=O)Nc1nc(C)n2c1CN(N=O)C(c1ccccc1)c1cc(Cl)ccc1-2, C1CCOC1. The product is COC(=O)Nc1nc(C)n2c1CNC(c1ccccc1)c1cc(Cl)ccc1-2. Reaction SMILES: [CH3:35][OH:36].[Cl:1][c:2]1[cH:3][cH:4][c:5]2[c:6]([cH:29]1)[CH:7]([c:23]1[cH:24][cH:25][cH:26][cH:27][cH:28]1)[N:8]([N:21]=[O:22])[CH2:9][c:10]1[n:11]-2[c:12]([CH3:20])[n:13][c:14]1[NH:15][C:16](=[O:17])[O:18][CH3:19].[O:30]1[CH2:31][CH2:32][CH2:33][CH2:34]1>>[Cl:1][c:2]1[cH:3][cH:4][c:5]2[c:6]([cH:29]1)[CH:7]([c:23]1[cH:24][cH:25][cH:26][cH:27][cH:28]1)[NH:8][CH2:9][c:10]1[n:11]-2[c:12]([CH3:20])[n:13][c:14]1[NH:15][C:16](=[O:17])[O:18][CH3:19]. Reactants: Cn1ccc(C(=O)O)n1, CC1(c2cc(N)ccc2F)N=C(N)OCC1(F)F. The product is Cn1ccc(C(=O)Nc2ccc(F)c(C3(C)N=C(N)OCC3(F)F)c2)n1. RXN SMILES: [CH3:19][n:20]1[n:21][c:22]([C:25](=[O:26])[OH:27])[cH:23][cH:24]1.[NH2:1][c:2]1[cH:3][cH:4][c:5]([F:18])[c:6]([C:8]2([CH3:17])[N:9]=[C:10]([NH2:16])[O:11][CH2:12][C:13]2([F:14])[F:15])[cH:7]1>>[NH:1]([c:2]1[cH:3][cH:4][c:5]([F:18])[c:6]([C:8]2([CH3:17])[N:9]=[C:10]([NH2:16])[O:11][CH2:12][C:13]2([F:14])[F:15])[cH:7]1)[C:25]([c:22]1[n:21][n:20]([CH3:19])[cH:24][cH:23]1)=[O:26]. The reactants are COC=1CCCC(N1)(C)C (2,3,4,5-tetrahydro-6-methoxy-2,2-dimethylpyridine), [Cl-].[NH4+] (ammonium chloride), title material. The solvent is CO (MeOH). The product is Cl.CC1(CCCC(N1)=N)C (6,6-dimethylpiperidin-2-imine, monohydrochloride). RXN SMILES: CO[C:3]1[CH2:4][CH2:5][CH2:6][C:7]([CH3:10])([CH3:9])[N:8]=1.[Cl-:11].[NH4+:12]>CO>[ClH:11].[CH3:9][C:7]1([CH3:10])[NH:8][C:3](=[NH:12])[CH2:4][CH2:5][CH2:6]1 |f:1.2,4.5|. Procedure: The product of EXAMPLE 159 in MeOH is reacted with ammonium chloride by the method of EXAMPLE 27 to generate the title material. Starting materials: CC(=O)O, Cc1ccccc1, O, [Pd]. Product: CC(=O)OCc1ccccc1. Reaction SMILES: [CH3:1][C:2]([OH:3])=[O:4].[CH3:6][c:7]1[cH:8][cH:9][cH:10][cH:11][cH:12]1.[OH2:5].[Pd:13]>>[CH3:1][C:2]([O:3][CH2:6][c:7]1[cH:8][cH:9][cH:10][cH:11][cH:12]1)=[O:4].